Dataset: the Open Reaction Database (ORD), a public repository of structured organic reaction records. Task: describe an organic reaction: reactants, conditions, products, and yield Procedure details: A solution of potassium hydroxide (7.5 g) in a mixture of ethanol (220 ml) and water (55 ml) was added at ambient temperature under nitrogen to a stirred solution of 4-mercaptobenzonitrile (18.0 g; prepared according to the method of S. Krishnamurthy and D. Aimino, J. Org. Chem., 1989, 54, 4458) in a mixture of ethanol (195 ml) and water (12 ml), then the mixture was stirred at ambient temperature for 4.5 hours. A solution of 1-chloro-4-phenoxybut-2-yne (24.1 g; prepared in a similar manner to t... Run at time 4.5 hour. Reaction SMILES: [OH-].[K+].[SH:3][C:4]1[CH:11]=[CH:10][C:7]([C:8]#[N:9])=[CH:6][CH:5]=1.Cl[CH2:13][C:14]#[C:15][CH2:16][O:17][C:18]1[CH:23]=[CH:22][CH:21]=[CH:20][CH:19]=1>C(O)C.O>[O:17]([CH2:16][C:15]#[C:14][CH2:13][S:3][C:4]1[CH:11]=[CH:10][C:7]([C:8]#[N:9])=[CH:6][CH:5]=1)[C:18]1[CH:23]=[CH:22][CH:21]=[CH:20][CH:19]=1 |f:0.1|. Solvent: C(C)O (ethanol), O (water), C(C)O (ethanol), O (water), C(C)O (ethanol), O (water). Product: O(C1=CC=CC=C1)CC#CCSC1=CC=C(C#N)C=C1 (4-(4-phenoxybut-2-ynylthio)benzonitrile). Starting materials: [OH-].[K+] (potassium hydroxide), ClCC#CCOC1=CC=CC=C1 (1-chloro-4-phenoxybut-2-yne), SC1=CC=C(C#N)C=C1 (4-mercaptobenzonitrile). Reaction SMILES: [OH:1][C:2]1[CH:3]=[C:4]2[C:9](=[CH:10][CH:11]=1)[C:8](=[O:12])[CH2:7][CH2:6][CH2:5]2.[OH:13][C:14]1[CH:21]=[CH:20][C:17]([CH:18]=O)=[CH:16][CH:15]=1.Cl.CO>O>[OH:13][C:14]1[CH:21]=[CH:20][C:17]([CH:18]=[C:7]2[CH2:6][CH2:5][C:4]3[C:9](=[CH:10][CH:11]=[C:2]([OH:1])[CH:3]=3)[C:8]2=[O:12])=[CH:16][CH:15]=1. Reactants: OC=1C=C2CCCC(C2=CC1)=O (6-hydroxy-1-tetralone), OC1=CC=C(C=O)C=C1 (4-hydroxybenzaldehyde), Cl (hydrochloric acid), CO (methanol). Yields the product OC1=CC=C(C=C1)C=C1C(C2=CC=C(C=C2CC1)O)=O (2-[(4-hydroxyphenyl)methylene]-6-hydroxy-1-tetralone). Run at time 1 hour. Reported procedure: After 6-hydroxy-1-tetralone 1.0 g and 4-hydroxybenzaldehyde 0.903 g were added to a mixture of concentrated hydrochloric acid 50 ml and methanol 75 ml, the mixture was refluxed for one hour and cooled to room temperature, and water 200 ml was added and allowed to stand for one hour. The precipitated crystals were filtered. The crystals were dried over phosphorous pentoxide for four hours under reduced pressure to obtain the desired compound 0.941 g. The yield is 57.3%. The solvent is O (water). The reactants are CC(C)(C)[O-], Clc1ccncn1, Cl, O=C(c1cc(Cc2n[nH]c(=O)c3ccccc23)ccc1F)N1CCC(O)CC1, [Na+], C1CCOC1. Product: O=C(c1cc(Cc2n[nH]c(=O)c3ccccc23)ccc1F)N1CCC(Oc2ccncn2)CC1. As a reaction SMILES: [CH3:1][C:2]([CH3:3])([O-:4])[CH3:5].[Cl:36][c:37]1[n:38][cH:39][n:40][cH:41][cH:42]1.[ClH:35].[F:7][c:8]1[c:9]([C:26](=[O:27])[N:28]2[CH2:29][CH2:30][CH:31]([OH:34])[CH2:32][CH2:33]2)[cH:10][c:11]([CH2:12][c:13]2[n:14][nH:15][c:16](=[O:23])[c:17]3[cH:18][cH:19][cH:20][cH:21][c:22]23)[cH:24][cH:25]1.[Na+:6].[O:43]1[CH2:44][CH2:45][CH2:46][CH2:47]1>>[F:7][c:8]1[c:9]([C:26](=[O:27])[N:28]2[CH2:29][CH2:30][CH:31]([O:34][c:37]3[n:38][cH:39][n:40][cH:41][cH:42]3)[CH2:32][CH2:33]2)[cH:10][c:11]([CH2:12][c:13]2[n:14][nH:15][c:16](=[O:23])[c:17]3[cH:18][cH:19][cH:20][cH:21][c:22]23)[cH:24][cH:25]1. Run in O (water), C1(=CC=CC=C1)C (toluene). Reported procedure: To a solution of the crude (2R,5R)-2-(tert-butyldiphenylsilanyloxy)-6-oxo-spiro[4.5]de cane-7-carboxylic acid methyl ester (1.65 g) obtained in Step 4 in toluene (1.6 mL) were added trifluoroacetic acid (5 mL) and triethylsilane (0.52 mL) under ice-cooling, followed by stirring the mixture under ice-cooling for 3 hours. Then, to the reaction mixture was added dropwise a solution of potassium carbonate (4.95 g) in water (20 mL), and the mixture was stirred under ice-cooling for 10 minutes, follow... Starting materials: C([O-])([O-])=O.[K+].[K+] (potassium carbonate), COC(=O)C1C([C@@]2(CC[C@H](C2)O[Si](C2=CC=CC=C2)(C2=CC=CC=C2)C(C)(C)C)CCC1)=O ((2R,5R)-2-(tert-butyldiphenylsilanyloxy)-6-oxo-spiro[4.5]de cane-7-carboxylic acid methyl ester), FC(C(=O)O)(F)F (trifluoroacetic acid), C(C)[SiH](CC)CC (triethylsilane). Isolated yield 106.2%. RXN SMILES: [CH3:1][O:2][C:3]([CH:5]1[CH2:32][CH2:31][CH2:30][C@@:7]2([CH2:11][C@H:10]([O:12][Si:13]([C:26]([CH3:29])([CH3:28])[CH3:27])([C:20]3[CH:25]=[CH:24][CH:23]=[CH:22][CH:21]=3)[C:14]3[CH:19]=[CH:18][CH:17]=[CH:16][CH:15]=3)[CH2:9][CH2:8]2)[C:6]1=[O:33])=[O:4].FC(F)(F)C(O)=O.C([SiH](CC)CC)C.C(=O)([O-])[O-].[K+].[K+]>C1(C)C=CC=CC=1.O>[CH3:1][O:2][C:3]([CH:5]1[CH2:32][CH2:31][CH2:30][C@@:7]2([CH2:11][C@H:10]([O:12][Si:13]([C:26]([CH3:29])([CH3:27])[CH3:28])([C:14]3[CH:15]=[CH:16][CH:17]=[CH:18][CH:19]=3)[C:20]3[CH:21]=[CH:22][CH:23]=[CH:24][CH:25]=3)[CH2:9][CH2:8]2)[CH:6]1[OH:33])=[O:4] |f:3.4.5|. The product is COC(=O)C1C([C@@]2(CC[C@H](C2)O[Si](C2=CC=CC=C2)(C2=CC=CC=C2)C(C)(C)C)CCC1)O ((2R,5R)-2-(tert-butyldiphenylsilanyloxy)-6-hydroxy-spiro[4.5]decane-7-carboxylic acid methyl ester). Starting materials: C=O, CCCCCCCCC(=O)NCc1ccc(O)c(OC)c1, CCN, CC(=O)O, CCO. Product: CCCCCCCCC(N)=O. Reaction SMILES: [CH2:25]=[O:26].[CH3:1][CH2:2][CH2:3][CH2:4][CH2:5][CH2:6][CH2:7][CH2:8][C:9](=[O:10])[NH:11][CH2:12][c:13]1[cH:14][c:15]([O:16][CH3:17])[c:18]([OH:19])[cH:20][cH:21]1.[CH3:22][CH2:23][NH2:24].[CH3:27][C:28](=[O:29])[OH:30].[CH3:31][CH2:32][OH:33]>>[CH3:1][CH2:2][CH2:3][CH2:4][CH2:5][CH2:6][CH2:7][CH2:8][C:9](=[O:10])[NH2:11]. The reactants are NC1=NC=C(C=C1S(=O)(=O)NC[C@@H]1CN(CC1)C)Br (2-amino-5-bromo-N-{[(3S)-1-methylpyrrolidin-3-yl]methyl}pyridine-3-sulfonamide), CC1(CC=2C(=NC=NC2CC1)N1CCOC2=C(C1)C=C(C=C2)B(O)O)C ([4-(6,6-dimethyl-5,6,7,8-tetrahydroquinazolin-4-yl)-2,3,4,5-tetrahydro-1,4-benzoxazepin-7-yl]boronic acid). Yields the product NC1=NC=C(C=C1S(=O)(=O)NC[C@@H]1CN(CC1)C)C=1C=CC2=C(CN(CCO2)C2=NC=NC=3CCC(CC23)(C)C)C1 (2-amino-5-[4-(6,6-dimethyl-5,6,7,8-tetrahydroquinazolin-4-yl)-2,3,4,5-tetrahydro-1,4-benzoxazepin-7-yl]-N-{[(3S)-1-methylpyrrolidin-3-yl]methyl}pyridine-3-sulfonamide). As a reaction SMILES: [NH2:1][C:2]1[C:7]([S:8]([NH:11][CH2:12][C@H:13]2[CH2:17][CH2:16][N:15]([CH3:18])[CH2:14]2)(=[O:10])=[O:9])=[CH:6][C:5](Br)=[CH:4][N:3]=1.[CH3:20][C:21]1([CH3:45])[CH2:30][CH2:29][C:28]2[N:27]=[CH:26][N:25]=[C:24]([N:31]3[CH2:37][C:36]4[CH:38]=[C:39](B(O)O)[CH:40]=[CH:41][C:35]=4[O:34][CH2:33][CH2:32]3)[C:23]=2[CH2:22]1>>[NH2:1][C:2]1[C:7]([S:8]([NH:11][CH2:12][C@H:13]2[CH2:17][CH2:16][N:15]([CH3:18])[CH2:14]2)(=[O:10])=[O:9])=[CH:6][C:5]([C:39]2[CH:40]=[CH:41][C:35]3[O:34][CH2:33][CH2:32][N:31]([C:24]4[C:23]5[CH2:22][C:21]([CH3:20])([CH3:45])[CH2:30][CH2:29][C:28]=5[N:27]=[CH:26][N:25]=4)[CH2:37][C:36]=3[CH:38]=2)=[CH:4][N:3]=1. Procedure details: Prepared according to the method of example 5 by using 2-amino-5-bromo-N-{[(3S)-1-methylpyrrolidin-3-yl]methyl}pyridine-3-sulfonamide (reagent preparation 25) and [4-(6,6-dimethyl-5,6,7,8-tetrahydroquinazolin-4-yl)-2,3,4,5-tetrahydro-1,4-benzoxazepin-7-yl]boronic acid (reagent preparation 23) in step 1. 1H NMR (400 MHz, Methanol-d4): 8.44 (br, 1H), 8.34 (s, 1H), 8.17 (s, 1H), 7.50 (s, 1H), 7.40 (d, 1H), 7.05 (d, 1H), 4.70 (s, 2H), 4.31 (m, 2H), 3.97 (m, 2H), 3.16 (m, 1H), 3.04 (t, 2H), 2.94 (d, ...